Dataset: the Open Reaction Database (ORD), a public repository of structured organic reaction records. Task: describe an organic reaction: reactants, conditions, products, and yield Reactants: CS(=O)(=O)C(C)(C)C=1C=C2C=CC=NC2=C(C1)C=1C=C(C=CC1)CO ({3-[6-(1-Methanesulfonyl-1-methyl-ethyl)-quinolin-8-yl]-phenyl}-methanol), C1CCOC1 (THF), [OH-].[Na+] (NaOH), Br (HBr). Run in CC(=O)O (AcOH). Run at temperature 0 celsius. Yields the product BrCC=1C=C(C=CC1)C=1C=C(C=C2C=CC=NC12)C(C)(C)S(=O)(=O)C (8-(3-Bromomethyl-phenyl)-6-(1-methanesulfonyl-1-methyl-ethyl)-quinoline). As a reaction SMILES: [CH3:1][S:2]([C:5]([C:8]1[CH:9]=[C:10]2[C:15](=[C:16]([C:18]3[CH:19]=[C:20]([CH2:24]O)[CH:21]=[CH:22][CH:23]=3)[CH:17]=1)[N:14]=[CH:13][CH:12]=[CH:11]2)([CH3:7])[CH3:6])(=[O:4])=[O:3].[BrH:26].C1COCC1.[OH-].[Na+]>CC(O)=O>[Br:26][CH2:24][C:20]1[CH:19]=[C:18]([C:16]2[CH:17]=[C:8]([C:5]([S:2]([CH3:1])(=[O:4])=[O:3])([CH3:7])[CH3:6])[CH:9]=[C:10]3[C:15]=2[N:14]=[CH:13][CH:12]=[CH:11]3)[CH:23]=[CH:22][CH:21]=1 |f:3.4|. Reported procedure: A suspension of the {3-[6-(1-Methanesulfonyl-1-methyl-ethyl)-quinolin-8-yl]-phenyl}-methanol compound from Step 3 above (30 g, 85 mmol) in AcOH (140 mL) and HBr (48 mL, 48% aq) was stirred for 18 h at 80° C. The resulting mixture was cooled to 0° C. and poured into 2L of cold NaOH (0.3N). The pH of the resulting solution was adjusted to 5 and filtered. The resulting solid was dissolved in EtOAc, washed with saturated NaHCO3 solution, brine, dried (MgSO4), filtered and concentrated. Stirring the ... The reactants are C(C)(C)(C)OC(=O)N1CC(N(CC1)C(=O)OCC1=CC=CC=C1)(C)C (2,2-dimethyl-piperazine-1,4-dicarboxylic acid 1-benzyl ester 4-tert-butyl ester), C(=O)(C(F)(F)F)O (TFA). Solvent: C(Cl)Cl (DCM). The product is FC(C(=O)O)(F)F.C(C1=CC=CC=C1)OC(=O)N1C(CNCC1)(C)C (2,2-Dimethyl-piperazine-1-carboxylic acid benzyl ester trifluoroacetate). Reaction SMILES: C(OC([N:8]1[CH2:13][CH2:12][N:11]([C:14]([O:16][CH2:17][C:18]2[CH:23]=[CH:22][CH:21]=[CH:20][CH:19]=2)=[O:15])[C:10]([CH3:25])([CH3:24])[CH2:9]1)=O)(C)(C)C.[C:26]([OH:32])([C:28]([F:31])([F:30])[F:29])=[O:27]>C(Cl)Cl>[F:29][C:28]([F:31])([F:30])[C:26]([OH:32])=[O:27].[CH2:17]([O:16][C:14]([N:11]1[CH2:12][CH2:13][NH:8][CH2:9][C:10]1([CH3:25])[CH3:24])=[O:15])[C:18]1[CH:19]=[CH:20][CH:21]=[CH:22][CH:23]=1 |f:3.4|. Procedure details: A mixture of 23.0 g (66.1 mmol) 2,2-dimethyl-piperazine-1,4-dicarboxylic acid 1-benzyl ester 4-tert-butyl ester in 200 mL DCM was treated with 34.5 mL (448 mmol) TFA. The reaction mixture was stirred at RT over night and concentrated in vacuo. The residue was triturated with diethyl ether. The solid was filtered, washed with diethyl ether and dried. Reactants: C(C)(=O)N1[C@@H](CN([C@H](C1)C)C1=CC=C(C=C1)[N+](=O)[O-])C ((2R,5S)-1-acetyl-2,5-dimethyl-4-(4-nitrophenyl)piperazine), N#CN (cyanamide). Conditions: temperature 95 celsius. The product is C(C)(=O)N1C[C@@H](N(C[C@H]1C)C1=CC=C(C=C1)NC(=N)N)C (N-[4-((2S,5R)-4-Acetyl-2,5-dimethylpiperazin-1-yl)phenyl]guanidine). As a reaction SMILES: [C:1]([N:4]1[CH2:9][C@H:8]([CH3:10])[N:7]([C:11]2[CH:16]=[CH:15][C:14]([N+:17]([O-])=O)=[CH:13][CH:12]=2)[CH2:6][C@H:5]1[CH3:20])(=[O:3])[CH3:2].[N:21]#[C:22][NH2:23]>>[C:1]([N:4]1[C@H:5]([CH3:20])[CH2:6][N:7]([C:11]2[CH:16]=[CH:15][C:14]([NH:17][C:22]([NH2:23])=[NH:21])=[CH:13][CH:12]=2)[C@@H:8]([CH3:10])[CH2:9]1)(=[O:3])[CH3:2]. Procedure details: The title compound was prepared from (2R,5S)-1-acetyl-2,5-dimethyl-4-(4-nitrophenyl)piperazine (Method 30, 6.5 g, 26.29 mmol) and cyanamide (2.43 g, 57.84 mmol) by the procedure of Method 31 and heating for 10 h at 95° C. The bicarbonate salt was dried in vac oven at 60° C. overnight. It was obtained as a solid (10.23 g, >100% contaminated with solvent). M/z 290. Reaction SMILES: [C:1]([C:5]1[CH:10]=[CH:9][CH:8]=[C:7]([C:11]([CH3:14])([CH3:13])[CH3:12])[C:6]=1[OH:15])([CH3:4])([CH3:3])[CH3:2].[CH3:16][C:17]([CH:19]=O)=[O:18].Cl>C(O)(=O)C.C1(C)C=CC=CC=1>[C:11]([C:7]1[C:6](=[O:15])[C:5]([C:1]([CH3:4])([CH3:3])[CH3:2])=[CH:10][C:9](=[CH:16][C:17](=[O:18])[CH3:19])[CH:8]=1)([CH3:14])([CH3:13])[CH3:12]. Reported procedure: 4.12 g (0.02 Mol) of 2,6-di-tert-butylphenol and 4.0 g (0.022 mol) of 40% aqueous pyruvic aldehyde are dissolved in 20 ml of acetic acid. The solution is then saturated at 15°-25° C. with hydrogen chloride gas and stirred at room temperature for additional two hours. The mixture is then diluted with 200 ml of toluene, washed several times with water, dried over anhydrous sodium sulfate, and evaporated in vacuo. The oily residue is then chromatographed on silica gel with toluene. The pure fractio... Run in C1(=CC=CC=C1)C (toluene), C(C)(=O)O (acetic acid). Yield: 2.9%. Yields the product C(C)(C)(C)C=1C(C(=CC(C1)=CC(C)=O)C(C)(C)C)=O (2,6-Di-tert-butyl-4-(2-oxopropylidene)-cyclohexa-2,5-dienone). Starting materials: C(C)(C)(C)C1=C(C(=CC=C1)C(C)(C)C)O (2,6-di-tert-butylphenol), CC(=O)C=O (pyruvic aldehyde), Cl (hydrogen chloride). Starting materials: CC(=O)O, CN(C)C=O, [N-]=[N+]=[N-], [Na+], CC(=O)NCC1CN(c2ccc(N3CCC4(CC3)CO4)c(F)c2)C(=O)O1. Yields the product CC(=O)NCC1CN(c2ccc(N3CCC(O)(CN=[N+]=[N-])CC3)c(F)c2)C(=O)O1. RXN SMILES: [CH3:31][C:32](=[O:33])[OH:34].[CH3:35][N:36]([CH3:37])[CH:38]=[O:39].[N-:28]=[N+:29]=[N-:30].[Na+:27].[O:1]1[CH2:2][C:3]12[CH2:4][CH2:5][N:6]([c:9]1[c:10]([F:26])[cH:11][c:12]([N:15]3[C:16](=[O:25])[O:17][CH:18]([CH2:20][NH:21][C:22]([CH3:23])=[O:24])[CH2:19]3)[cH:13][cH:14]1)[CH2:7][CH2:8]2>>[OH:1][C:3]1([CH2:2][N:28]=[N+:29]=[N-:30])[CH2:4][CH2:5][N:6]([c:9]2[c:10]([F:26])[cH:11][c:12]([N:15]3[C:16](=[O:25])[O:17][CH:18]([CH2:20][NH:21][C:22]([CH3:23])=[O:24])[CH2:19]3)[cH:13][cH:14]2)[CH2:7][CH2:8]1.